Dataset: the Open Reaction Database (ORD), a public repository of structured organic reaction records. Task: describe an organic reaction: reactants, conditions, products, and yield Starting materials: N(C1=CC=CC=C1)[C@H](C(=O)NC1=CC=C(C=C1)C1=CC=NC=C1)COC(C)(C)C ((2S)-2-anilino-3-tert-butoxy-N-[4-(4-pyridinyl)phenyl]propanamide), C(C)(=O)OCC.Cl (hydrogen chloride-ethyl acetate). Run in C(C)(=O)OCC (ethyl acetate), CCCCCC (n-hexane). Reaction conditions: time 5 hour. Product: Cl.Cl.N(C1=CC=CC=C1)[C@H](C(=O)NC1=CC=C(C=C1)C1=CC=NC=C1)CO ((2S)-2-anilino-3-hydroxy-N-[4-(4-pyridinyl)phenyl]propanamide dihydrochloride). As a reaction SMILES: [NH:1]([C@@H:8]([CH2:24][O:25]C(C)(C)C)[C:9]([NH:11][C:12]1[CH:17]=[CH:16][C:15]([C:18]2[CH:23]=[CH:22][N:21]=[CH:20][CH:19]=2)=[CH:14][CH:13]=1)=[O:10])[C:2]1[CH:7]=[CH:6][CH:5]=[CH:4][CH:3]=1.C(OCC)(=O)C.[ClH:36]>C(OCC)(=O)C.CCCCCC>[ClH:36].[ClH:36].[NH:1]([C@@H:8]([CH2:24][OH:25])[C:9]([NH:11][C:12]1[CH:17]=[CH:16][C:15]([C:18]2[CH:19]=[CH:20][N:21]=[CH:22][CH:23]=2)=[CH:14][CH:13]=1)=[O:10])[C:2]1[CH:7]=[CH:6][CH:5]=[CH:4][CH:3]=1 |f:1.2,5.6.7|. Procedure: To a suspension of (2S)-2-anilino-3-tert-butoxy-N-[4-(4-pyridinyl)phenyl]propanamide (70 mg) in ethyl acetate (0.42 mL) was added 4N hydrogen chloride-ethyl acetate (1.8 mL) and the mixture was stirred at ambient temperature for 5 hours. The resulting mixture was diluted with n-hexane (2.5 mL) and the solid was collected by filtration and washed with n-hexane (2.5 mL) to give (2S)-2-anilino-3-hydroxy-N-[4-(4-pyridinyl)phenyl]propanamide dihydrochloride (72 mg) as an off-white solid. Reactants: COC1=CC=C(C=C1)C(CC)=O (1-(4-methoxyphenyl)-1-propanone), C(C)(=O)O (acetic acid). Reagents/catalysts: Br(=O)(=O)O (bromic acid). Run in C(C)(=O)OCC (ethyl acetate). Reaction conditions: temperature 100 celsius, time 18 hour. The product is OC1=CC=C(C=C1)C(CC)=O (1-(4-hydroxyphenyl)propan-1-one). The yield is 69891.1%. RXN SMILES: C[O:2][C:3]1[CH:8]=[CH:7][C:6]([C:9](=[O:12])[CH2:10][CH3:11])=[CH:5][CH:4]=1.C(O)(=O)C>Br(O)(=O)=O.C(OCC)(=O)C>[OH:2][C:3]1[CH:4]=[CH:5][C:6]([C:9](=[O:12])[CH2:10][CH3:11])=[CH:7][CH:8]=1. Reported procedure: While 20 g (0.121 mmol) of 1-(4-methoxyphenyl)-1-propanone (7) prepared in Example 1-2 were added to 139 ml (2.4 mol) of acetic acid and stirred, 270 ml (2.4 mmol) of 48% bromic acid were added. Subsequently, the temperature was gradually increased to 100° C. and stirring under reflux was continued for 18 hr. The temperature was decreased to room temperature, and ethyl acetate was added, and organic layer was washed with water. Thereafter, the organic layer was washed with a saturated aqueous so... The reactants are O=C(O)c1c[nH]c2cc3c(cc2c1=O)OCO3, O=S(=O)(OCC(F)(F)F)C(Cl)(Cl)Cl, [H-], [Na+], CN(C)C=O, O. Yields the product O=C(O)c1cn(CC(F)(F)F)c2cc3c(cc2c1=O)OCO3. RXN SMILES: [CH2:1]1[O:2][c:3]2[cH:4][c:5]3[c:6](=[O:17])[c:7]([C:14](=[O:15])[OH:16])[cH:8][nH:9][c:10]3[cH:11][c:12]2[O:13]1.[Cl:25][C:26]([Cl:27])([Cl:28])[S:29]([O:30][CH2:31][C:32]([F:33])([F:34])[F:35])(=[O:36])=[O:37].[H-:18].[Na+:19].[O:20]=[CH:21][N:22]([CH3:23])[CH3:24].[OH2:38]>>[CH2:1]1[O:2][c:3]2[cH:4][c:5]3[c:6](=[O:17])[c:7]([C:14](=[O:15])[OH:16])[cH:8][n:9]([CH2:31][C:32]([F:33])([F:34])[F:35])[c:10]3[cH:11][c:12]2[O:13]1.